From a dataset of the Open Reaction Database (ORD), a public repository of structured organic reaction records. describe an organic reaction: reactants, conditions, products, and yield The reactants are COC1=NN(C2=NC=C(C=C21)NC(OC(C)(C)C)=O)CC2=CC=C(C=C2)OC (tert-Butyl 3-methoxy-1-(4-methoxybenzyl)-1H-pyrazolo[3,4-b]pyridin-5-ylcarbamate). Solvent: FC(C(=O)O)(F)F (trifluoroacetic acid). Conditions: time 1 hour. Product: COC1=NN(C2=NC=C(C=C21)N)CC2=CC=C(C=C2)OC (3-methoxy-1 (4-methoxybenzyl)-1H-pyrazolo[3,4-b]pyridin-5-amine). RXN SMILES: [CH3:1][O:2][C:3]1[C:11]2[C:6](=[N:7][CH:8]=[C:9]([NH:12]C(=O)OC(C)(C)C)[CH:10]=2)[N:5]([CH2:20][C:21]2[CH:26]=[CH:25][C:24]([O:27][CH3:28])=[CH:23][CH:22]=2)[N:4]=1>FC(F)(F)C(O)=O>[CH3:1][O:2][C:3]1[C:11]2[C:6](=[N:7][CH:8]=[C:9]([NH2:12])[CH:10]=2)[N:5]([CH2:20][C:21]2[CH:26]=[CH:25][C:24]([O:27][CH3:28])=[CH:23][CH:22]=2)[N:4]=1. Reported procedure: tert-Butyl 3-methoxy-1-(4-methoxybenzyl)-1H-pyrazolo[3,4-b]pyridin-5-ylcarbamate (0.0159 g, 0.0414 mmol) was dissolved in trifluoroacetic acid (2.0 mL) and stirred at room temperature for 1 hour. The reaction mixture was concentrated to provide 3-methoxy-1 (4-methoxybenzyl)-1H-pyrazolo[3,4-b]pyridin-5-amine, which was used directly in the next step.